From a dataset of the Open Reaction Database (ORD), a public repository of structured organic reaction records. describe an organic reaction: reactants, conditions, products, and yield The reactants are C(C1=CC=CC=C1)OC1=C2C=CN(C2=CC=C1C1=C(C(=C(C(N1)=O)C(=O)OC)O)CC)C (methyl 6-(4-(benzyloxy)-1-methyl-1H-indol-5-yl)-5-ethyl-4-hydroxy-2-oxo-1,2-dihydropyridine-3-carboxylate). Reagents/catalysts: [Pd] (Pd/C). Run in CCOC(=O)C (EtOAc), C(Cl)Cl (DCM). Product: C(C)C=1C(=C(C(NC1C=1C(=C2C=CN(C2=CC1)C)O)=O)C(=O)OC)O (Methyl 5-ethyl-4-hydroxy-6-(4-hydroxy-1-methyl-1H-indol-5-yl)-2-oxo-1,2-dihydropyridine-3-carboxylate), solid. Isolated yield 68.0%. Reaction SMILES: C([O:8][C:9]1[C:17]([C:18]2[NH:23][C:22](=[O:24])[C:21]([C:25]([O:27][CH3:28])=[O:26])=[C:20]([OH:29])[C:19]=2[CH2:30][CH3:31])=[CH:16][CH:15]=[C:14]2[C:10]=1[CH:11]=[CH:12][N:13]2[CH3:32])C1C=CC=CC=1>C(Cl)Cl.CCOC(C)=O.[Pd]>[CH2:30]([C:19]1[C:20]([OH:29])=[C:21]([C:25]([O:27][CH3:28])=[O:26])[C:22](=[O:24])[NH:23][C:18]=1[C:17]1[C:9]([OH:8])=[C:10]2[C:14](=[CH:15][CH:16]=1)[N:13]([CH3:32])[CH:12]=[CH:11]2)[CH3:31]. Procedure details: A solution of methyl 6-(4-(benzyloxy)-1-methyl-1H-indol-5-yl)-5-ethyl-4-hydroxy-2-oxo-1,2-dihydropyridine-3-carboxylate (Example 373, step 1, 0.086 g, 0.20 mmol) in DCM (5 mL) and EtOAc (2 mL) was hydrogenated under a H2-filled balloon over Pd/C (10% Degussa type, 20 mg) until complete consumption of staring material was observed. The catalyst was filtered off and washed with DCM and EtOAc. The mother liquor was concentrated and the residue was purified by column chromatography (MeOH/DCM, 0-5% g...